This data is from the Open Reaction Database (ORD), a public repository of structured organic reaction records. The task is: describe an organic reaction: reactants, conditions, products, and yield Procedure: A mixture of (R)-3-(4-benzyloxy-phenyl)-N-hydroxy-2-[(3-methyl-butyl)-(naphthalene-2-sulfonyl)-amino]-propionamide (230 mg, 0.42 mmol) and 200 mg of 10% Pd/C in ethyl acetate (20 mL) are hydrogenated under 50 PSI for 6 h. The reaction mixture is filtered through celite, and concentrated in vacuo. Purification by flash chromatography yields 40 mg of product. 1HNMR (400 MHz, MeOD): δ 0.90 (d, 6H, J=5.5 Hz), 1.5-1.7 (m, 4H), 2.4-2.5 (dd, 1H, J=5 Hz), 3.05-3.15 (dd, 1H, J=5 Hz), 3.35-3.45 (m, 1H), 3... Solvent: C(C)(=O)OCC (ethyl acetate). Yields the product ONC([C@@H](CC1=CC=C(C=C1)O)N(S(=O)(=O)C1=CC2=CC=CC=C2C=C1)CCC(C)C)=O ((R)—N-Hydroxy-3-(4-hydroxy-phenyl)-2-[(3-methyl-butyl)-(naphthalene-2-sulfonyl)-amino]-propionamide). Reaction SMILES: C([O:8][C:9]1[CH:14]=[CH:13][C:12]([CH2:15][C@@H:16]([N:21]([CH2:35][CH2:36][CH:37]([CH3:39])[CH3:38])[S:22]([C:25]2[CH:34]=[CH:33][C:32]3[C:27](=[CH:28][CH:29]=[CH:30][CH:31]=3)[CH:26]=2)(=[O:24])=[O:23])[C:17]([NH:19][OH:20])=[O:18])=[CH:11][CH:10]=1)C1C=CC=CC=1>C(OCC)(=O)C.[Pd]>[OH:20][NH:19][C:17](=[O:18])[C@H:16]([N:21]([CH2:35][CH2:36][CH:37]([CH3:38])[CH3:39])[S:22]([C:25]1[CH:34]=[CH:33][C:32]2[C:27](=[CH:28][CH:29]=[CH:30][CH:31]=2)[CH:26]=1)(=[O:24])=[O:23])[CH2:15][C:12]1[CH:11]=[CH:10][C:9]([OH:8])=[CH:14][CH:13]=1. The reagents and catalysts are [Pd] (Pd/C). Isolated yield 20.9%. Reactants: C(C1=CC=CC=C1)OC1=CC=C(C=C1)C[C@H](C(=O)NO)N(S(=O)(=O)C1=CC2=CC=CC=C2C=C1)CCC(C)C ((R)-3-(4-benzyloxy-phenyl)-N-hydroxy-2-[(3-methyl-butyl)-(naphthalene-2-sulfonyl)-amino]-propionamide). Reaction conditions: time 6 hour. Reactants: O=C1C(C2CCOC(N12)(C)C)C(C)C (8-oxo-2,2-dimethyl-7α-isopropyl-3-oxa-1-azabicyclo[4.2.0]octane), C(C)I (ethyl iodide), [Si](C)(C)(C(C)(C)C)N1C(CC1C=C)=O (1-(t-butyl-dimethylsilyl)-4-vinyl-2-azetidinone), O=C1CC2CCOC(N12)(C)C (8-oxo-2,2-dimethyl-3-oxa-1-azabicyclo[4.2.0]octane). Yields the product C(C)C1C(N(C1C=C)[Si](C)(C)C(C)(C)C)=O (3-ethyl-1-(t-butyldimethylsilyl)-4-vinyl-2-azetidinone). Reaction SMILES: [O:1]=[C:2]1[N:9]2[CH:4]([CH2:5][CH2:6]OC2(C)C)[CH:3]1[CH:12]([CH3:14])C.[Si:15](N1C(C=C)CC1=O)([C:18]([CH3:21])([CH3:20])[CH3:19])([CH3:17])[CH3:16].O=C1N2C(CCOC2(C)C)C1.C(I)C>>[CH2:12]([CH:3]1[CH:4]([CH:5]=[CH2:6])[N:9]([Si:15]([C:18]([CH3:21])([CH3:20])[CH3:19])([CH3:17])[CH3:16])[C:2]1=[O:1])[CH3:14]. Procedure: Following the procedure for the preparation of 8-oxo-2,2-dimethyl-7α-isopropyl-3-oxa-1-azabicyclo[4.2.0]octane (Example 4b, above), except that an equivalent amount of 1-(t-butyl-dimethylsilyl)-4-vinyl-2-azetidinone is substituted for the 8-oxo-2,2-dimethyl-3-oxa-1-azabicyclo[4.2.0]octane of Example 4b and using ethyl iodide instead of isopropyl iodide, the title compound is obtained. Reactants: CC1(OCCO1)CC(CO)CCCCCCCCCCCCCCCCCC (2-methyl-β-octadecyl-1,3-dioxolan-2-propanol). Solvent: CC(=O)C (acetone). Yields the product OCC(CC(C)=O)CCCCCCCCCCCCCCCCCC (4-(Hydroxymethyl)-2-docosanone). The yield is 65.8%. As a reaction SMILES: [CH3:1][C:2]1([CH2:7][CH:8]([CH2:11][CH2:12][CH2:13][CH2:14][CH2:15][CH2:16][CH2:17][CH2:18][CH2:19][CH2:20][CH2:21][CH2:22][CH2:23][CH2:24][CH2:25][CH2:26][CH2:27][CH3:28])[CH2:9][OH:10])OCC[O:3]1>CC(C)=O>[OH:10][CH2:9][CH:8]([CH2:11][CH2:12][CH2:13][CH2:14][CH2:15][CH2:16][CH2:17][CH2:18][CH2:19][CH2:20][CH2:21][CH2:22][CH2:23][CH2:24][CH2:25][CH2:26][CH2:27][CH3:28])[CH2:7][C:2](=[O:3])[CH3:1]. Procedure details: A mixture of about 21 g of 2-methyl-β-octadecyl-1,3-dioxolan-2-propanol in about 220 ml of acetone, about one ml of concentrated (about 12N) hydrochloric acid and about 15 ml of water was refluxed for about 20 minutes, poured into a solution of saturated sodium chloride and extracted with ether. The ether extract was washed with aqueous sodium bicarbonate, dried and the solvent removed. The residue was chromatographed via HPLC, eluting with hexane:ethyl acetate (about 9:1). The solvent was remov... Reactants: CC#N, O=c1cc(-c2ccccc2)[nH]c2c(F)c(Cl)ccc12, O=P(Br)(Br)Br. The product is Fc1c(Cl)ccc2c(Br)cc(-c3ccccc3)nc12. RXN SMILES: [CH3:25][C:26]#[N:27].[Cl:6][c:7]1[cH:8][cH:9][c:10]2[c:11](=[O:24])[cH:12][c:13](-[c:18]3[cH:19][cH:20][cH:21][cH:22][cH:23]3)[nH:14][c:15]2[c:16]1[F:17].[P:1]([Br:2])([Br:3])([Br:4])=[O:5]>>[Br:3][c:11]1[c:10]2[cH:9][cH:8][c:7]([Cl:6])[c:16]([F:17])[c:15]2[n:14][c:13](-[c:18]2[cH:19][cH:20][cH:21][cH:22][cH:23]2)[cH:12]1.